This data is from the Open Reaction Database (ORD), a public repository of structured organic reaction records. The task is: describe an organic reaction: reactants, conditions, products, and yield The reactants are CC(C(=O)OCC)(C)C=1C=NC=CC1 (ethyl 2-methyl-2-(pyridin-3-yl)propanoate), O.O.O.O.O.O.O.O.O.O.S(=O)(=O)([O-])[O-].[Na+].[Na+] (sodium sulfate decahydrate), [H-].[Al+3].[Li+].[H-].[H-].[H-] (lithium aluminum hydride). The solvent is O1CCCC1 (tetrahydrofuran), O1CCCC1 (Tetrahydrofuran). Conditions: time 1 hour. The product is CC(CO)(C)C=1C=NC=CC1 (2-methyl-2-(pyridin-3-yl)propan-1-ol). The yield is 101.8%. RXN SMILES: [H-].[Al+3].[Li+].[H-].[H-].[H-].[CH3:7][C:8]([C:15]1[CH:16]=[N:17][CH:18]=[CH:19][CH:20]=1)([CH3:14])[C:9](OCC)=[O:10].O.O.O.O.O.O.O.O.O.O.S([O-])([O-])(=O)=O.[Na+].[Na+]>O1CCCC1>[CH3:14][C:8]([C:15]1[CH:16]=[N:17][CH:18]=[CH:19][CH:20]=1)([CH3:7])[CH2:9][OH:10] |f:0.1.2.3.4.5,7.8.9.10.11.12.13.14.15.16.17.18.19|. Procedure: Tetrahydrofuran (10 mL) was added to lithium aluminum hydride (75 mg, 2.0 mmol). To this, a solution prepared by dissolving, in tetrahydrofuran (5 mL), ethyl 2-methyl-2-(pyridin-3-yl)propanoate (200 mg, 1.0 mmol) obtained in Step 1 of Reference Example 8-63 was slowly added with cooling in an ice bath, and the mixture was stirred at the same temperature for 1 hour. To this, sodium sulfate decahydrate was added and the mixture was stirred at room temperature for 1 hour. After Celite-filtration, t... The reactants are CS(=O)(=O)NCCSC1=CC=CC=2N1C=CN2 (5-[2-(methylsulfonylamino)ethylthio]imidazo[1,2-a]pyridine), Cl.CO (hydrogen chloride methanol). The solvent is CO (methanol). Yields the product Cl.CS(=O)(=O)NCCSC1=CC=CC=2N1C=CN2 (5-[2-(methylsulfonylamino)ethylthio]imidazo[1,2-a]pyridine.hydrochloride). Yield: 89.3%. Reaction SMILES: [CH3:1][S:2]([NH:5][CH2:6][CH2:7][S:8][C:9]1[N:14]2[CH:15]=[CH:16][N:17]=[C:13]2[CH:12]=[CH:11][CH:10]=1)(=[O:4])=[O:3].[ClH:18].CO>CO>[ClH:18].[CH3:1][S:2]([NH:5][CH2:6][CH2:7][S:8][C:9]1[N:14]2[CH:15]=[CH:16][N:17]=[C:13]2[CH:12]=[CH:11][CH:10]=1)(=[O:4])=[O:3] |f:1.2,4.5|. Reported procedure: A suspension of 5-[2-(methylsulfonylamino)ethylthio]imidazo[1,2-a]pyridine (543 g, 2 mmoles) in methanol (20 ml) was treated with hydrogen chloride-methanol. After the solvent was distilled off, the residue was crystallized from chloroform ether. Then, the crystals thus obtained were washed with ether and dried to obtain 550 mg of the desired product (89.3%, colorless crystals). The reactants are C(C1=CC=CC=C1)N1CCN2C1=NC(=C(C2=O)OCC2=CC=CC=C2)C(=O)OCC (ethyl 1-benzyl-6-(benzyloxy)-5-oxo-1,2,3,5-tetrahydroimidazo[1,2-a]pyrimidine-7-carboxylate), intermediate 2. Run in C(C)(=O)OCC (ethyl acetate). The product is C(C1=CC=CC=C1)N1CCN2C1=NC(=C(C2=O)OCC2=CC=CC=C2)C(=O)O (1-Benzyl-6-(benzyloxy)-5-oxo-1,2,3,5-tetrahydroimidazo[1,2-a]pyrimidine-7-carboxylic acid). Yield: 100.0%. RXN SMILES: [CH2:1]([N:8]1[C:12]2=[N:13][C:14]([C:26]([O:28]CC)=[O:27])=[C:15]([O:18][CH2:19][C:20]3[CH:25]=[CH:24][CH:23]=[CH:22][CH:21]=3)[C:16](=[O:17])[N:11]2[CH2:10][CH2:9]1)[C:2]1[CH:7]=[CH:6][CH:5]=[CH:4][CH:3]=1>C(OCC)(=O)C>[CH2:1]([N:8]1[C:12]2=[N:13][C:14]([C:26]([OH:28])=[O:27])=[C:15]([O:18][CH2:19][C:20]3[CH:21]=[CH:22][CH:23]=[CH:24][CH:25]=3)[C:16](=[O:17])[N:11]2[CH2:10][CH2:9]1)[C:2]1[CH:7]=[CH:6][CH:5]=[CH:4][CH:3]=1. Procedure: Saponification of ethyl 1-benzyl-6-(benzyloxy)-5-oxo-1,2,3,5-tetrahydroimidazo[1,2-a]pyrimidine-7-carboxylate (2.04 g, 5.04 mmol) as described for intermediate 2 gave 1.90 g (100% yield) of the title acid as white crystals; mp 191° C. (dec), (ethyl acetate). 1HNMR 400 MHz (DMSO-d,) δ (ppm): 3.58 (2H, t, J=8.8 Hz, CH2), 4.05 (2H, t, J=8.8 Hz, CH2), 4.53 (2H, s, NCH2), 4.93 (2H, s, OCH2), 7.32-7.45 (10H, m, aromatics), 13.41 (1H, s, OH). Anal. Calcd for C21H19N3O4: C 66.83; H, 5.07; N, 11.13. Foun... Reactants: CN(C)C=O, CCOCCn1c(Cl)nc2ccccc21, [H-], [Na+], O, CCOC(=O)N1CCC(O)CC1. The product is CCOCCn1c(OC2CCN(C(=O)OCC)CC2)nc2ccccc21. Reaction SMILES: [CH3:31][N:32]([CH3:33])[CH:34]=[O:35].[Cl:15][c:16]1[n:17][c:18]2[c:19]([n:20]1[CH2:21][CH2:22][O:23][CH2:24][CH3:25])[cH:26][cH:27][cH:28][cH:29]2.[H-:13].[Na+:14].[OH2:30].[OH:1][CH:2]1[CH2:3][CH2:4][N:5]([C:8](=[O:9])[O:10][CH2:11][CH3:12])[CH2:6][CH2:7]1>>[O:1]([CH:2]1[CH2:3][CH2:4][N:5]([C:8](=[O:9])[O:10][CH2:11][CH3:12])[CH2:6][CH2:7]1)[c:16]1[n:17][c:18]2[c:19]([n:20]1[CH2:21][CH2:22][O:23][CH2:24][CH3:25])[cH:26][cH:27][cH:28][cH:29]2. Starting materials: Cc1c(Cl)ncnc1OC1CCN(C(=O)OC(C)(C)C)CC1, Cl, C1COCCO1. Yields the product Cc1c(Cl)ncnc1OC1CCN(C(=O)OC(C)C)CC1. RXN SMILES: [C:1]([CH3:2])([CH3:3])([CH3:4])[O:5][C:6](=[O:7])[N:8]1[CH2:9][CH2:10][CH:11]([O:14][c:15]2[n:16][cH:17][n:18][c:19]([Cl:22])[c:20]2[CH3:21])[CH2:12][CH2:13]1.[ClH:23].[O:24]1[CH2:25][CH2:26][O:27][CH2:28][CH2:29]1>>[CH:1]([CH3:2])([CH3:3])[O:5][C:6](=[O:7])[N:8]1[CH2:9][CH2:10][CH:11]([O:14][c:15]2[n:16][cH:17][n:18][c:19]([Cl:22])[c:20]2[CH3:21])[CH2:12][CH2:13]1.